This data is from the Open Reaction Database (ORD), a public repository of structured organic reaction records. The task is: describe an organic reaction: reactants, conditions, products, and yield Reactants: FC=1C=C(C(=O)Cl)C=C(C1)C(F)(F)F (3-fluoro-5-(trifluoromethyl)benzoyl chloride), CC1=NOC(=C1CN1C[C@@H](CC1)NC(CN)=O)C ((R)-1-(3,5-dimethylisoxazol-4-ylmethyl)-3-(glycylamino)pyrrolidine), CO (methanol). Solvent: C(Cl)(Cl)Cl (chloroform), ClCCl (dichloromethane), ClCCl (dichloromethane). Conditions: time 2 hour. The product is FC=1C=C(C(=O)NCC(=O)N[C@H]2CN(CC2)CC=2C(=NOC2C)C)C=C(C1)C(F)(F)F ((R)-3-[N-[3-fluoro-5-(trifluoromethyl)benzoyl]glycyl]amino-1-(3,5-dimethylisoxazol-4-ylmethyl)pyrrolidine). Reaction SMILES: [F:1][C:2]1[CH:3]=[C:4]([CH:8]=[C:9]([C:11]([F:14])([F:13])[F:12])[CH:10]=1)[C:5](Cl)=[O:6].[CH3:15][C:16]1[C:20]([CH2:21][N:22]2[CH2:26][CH2:25][C@@H:24]([NH:27][C:28](=[O:31])[CH2:29][NH2:30])[CH2:23]2)=[C:19]([CH3:32])[O:18][N:17]=1.CO>C(Cl)(Cl)Cl.ClCCl>[F:1][C:2]1[CH:3]=[C:4]([CH:8]=[C:9]([C:11]([F:14])([F:13])[F:12])[CH:10]=1)[C:5]([NH:30][CH2:29][C:28]([NH:27][C@@H:24]1[CH2:25][CH2:26][N:22]([CH2:21][C:20]2[C:16]([CH3:15])=[N:17][O:18][C:19]=2[CH3:32])[CH2:23]1)=[O:31])=[O:6]. Reported procedure: A dichloromethane solution (1 mL) of 3-fluoro-5-(trifluoromethyl)benzoyl chloride (0.058 mmol) was added to a solution of (R)-1-(3,5-dimethylisoxazol-4-ylmethyl)-3-(glycylamino)pyrrolidine (0.050 mmol) and a piperidinomethylpolystyrene (58 mg) in chloroform (0.2 mL) and dichloromethane (0.75 ml). The reaction mixture was stirred at room temperature for 2 hours, and methanol (1.0 mL) was then added. The resulting mixture was stirred at room temperature for 10 hours. The reaction mixture was loade... Starting materials: C(=O)=O (carbon dioxide), NC(=O)N (urea). Yields the product NC(=O)N (urea), C(N)([O-])=O.[NH4+] (ammonium carbamate), N (ammonia). Reaction SMILES: [NH2:1][C:2]([NH2:4])=[O:3].[C:5](=[O:7])=[O:6]>>[NH2:1][C:2]([NH2:4])=[O:3].[C:5](=[O:7])([O-:6])[NH2:1].[NH4+:1].[NH3:1] |f:3.4|. Reported procedure: feeding the urea synthesis reactor, operating at high pressure, with carbon dioxide and an excess of ammonia over the stoichiometric amount, to obtain an aqueous solution of urea, ammonium carbamate and free ammonia; The reactants are [Si](C)(C)(C(C)(C)C)OCC1(CC=2N(CCS1)C(=NN2)C2(CC2)C2=CC=C(C=C2)B2OC(C(O2)(C)C)(C)C)C (8-({[Tert-butyl(dimethyl)silyl]oxy}methyl)-8-methyl-3-{1-[4-(4,4,5,5-tetramethyl-1,3,2-dioxaborolan-2-yl)phenyl]cyclopropyl}-5,6,8,9-tetrahydro[1,2,4]triazolo[4,3-d][1,4]thiazepine), BrC=1C(=NC=CC1)OC (3-bromo-2-methoxypyridine), C([O-])([O-])=O.[K+].[K+] (potassium carbonate), C(O)([O-])=O.[Na+] (sodium hydrogencarbonate). The reagents and catalysts are C=1C=CC(=CC1)[P](C=2C=CC=CC2)(C=3C=CC=CC3)[Pd]([P](C=4C=CC=CC4)(C=5C=CC=CC5)C=6C=CC=CC6)([P](C=7C=CC=CC7)(C=8C=CC=CC8)C=9C=CC=CC9)[P](C=1C=CC=CC1)(C=1C=CC=CC1)C=1C=CC=CC1 (tetrakis(triphenylphosphine)palladium(0)). The solvent is C(OC)COC (dimethoxyethane), O (water). The product is [Si](C)(C)(C(C)(C)C)OCC1(CC=2N(CCS1)C(=NN2)C2(CC2)C2=CC=C(C=C2)C=2C(=NC=CC2)OC)C (8-({[Tert-butyl(dimethyl)silyl]oxy}methyl)-3-{1-[4-(2-methoxypyridin-3-yl)phenyl]cyclopropyl}-8-methyl-5,6,8,9-tetrahydro[1,2,4]triazolo[4,3-d][1,4]thiazepine). Yield: 58.7%. Reaction SMILES: [Si:1]([O:8][CH2:9][C:10]1([CH3:38])[S:16][CH2:15][CH2:14][N:13]2[C:17]([C:20]3([C:23]4[CH:28]=[CH:27][C:26](B5OC(C)(C)C(C)(C)O5)=[CH:25][CH:24]=4)[CH2:22][CH2:21]3)=[N:18][N:19]=[C:12]2[CH2:11]1)([C:4]([CH3:7])([CH3:6])[CH3:5])([CH3:3])[CH3:2].Br[C:40]1[C:41]([O:46][CH3:47])=[N:42][CH:43]=[CH:44][CH:45]=1.C(=O)([O-])[O-].[K+].[K+].C(=O)([O-])O.[Na+]>C(COC)OC.O.C1C=CC([P]([Pd]([P](C2C=CC=CC=2)(C2C=CC=CC=2)C2C=CC=CC=2)([P](C2C=CC=CC=2)(C2C=CC=CC=2)C2C=CC=CC=2)[P](C2C=CC=CC=2)(C2C=CC=CC=2)C2C=CC=CC=2)(C2C=CC=CC=2)C2C=CC=CC=2)=CC=1>[Si:1]([O:8][CH2:9][C:10]1([CH3:38])[S:16][CH2:15][CH2:14][N:13]2[C:17]([C:20]3([C:23]4[CH:28]=[CH:27][C:26]([C:40]5[C:41]([O:46][CH3:47])=[N:42][CH:43]=[CH:44][CH:45]=5)=[CH:25][CH:24]=4)[CH2:22][CH2:21]3)=[N:18][N:19]=[C:12]2[CH2:11]1)([C:4]([CH3:5])([CH3:7])[CH3:6])([CH3:2])[CH3:3] |f:2.3.4,5.6,^1:69,71,90,109|. Procedure details: A solution of the compound (555 mg, 1.0 mmol) obtained in Example 16-5), 3-bromo-2-methoxypyridine (293 mg, 1.5 mmol), tetrakis(triphenylphosphine)palladium(0) (231 mg, 0.2 mmol), and potassium carbonate (276 mg, 2 mmol) in dimethoxyethane (4 mL) and water (1 mL) was stirred at 130° C. for 1.5 h under microwave irradiation. The reaction mixture was cooled to room temperature, saturated aqueous sodium hydrogencarbonate was added to the reaction mixture, the mixture was extracted with dichlorometh... The reactants are CSC1=CC(=C(C(=C1)[N+](=O)[O-])O)[N+](=O)[O-] (4-(methylthio)-2,6-dinitrophenol), P(=O)(Cl)(Cl)Cl (phosphorus oxychloride), ice water. The solvent is CN(C=O)C (dimethylformamide). Product: ClC1=C(C=C(C=C1[N+](=O)[O-])SC)[N+](=O)[O-] (1-Chloro-4-(methylthio)-2,6-dinitrobenzene). RXN SMILES: [CH3:1][S:2][C:3]1[CH:8]=[C:7]([N+:9]([O-:11])=[O:10])[C:6](O)=[C:5]([N+:13]([O-:15])=[O:14])[CH:4]=1.P(Cl)(Cl)([Cl:18])=O>CN(C)C=O>[Cl:18][C:6]1[C:7]([N+:9]([O-:11])=[O:10])=[CH:8][C:3]([S:2][CH3:1])=[CH:4][C:5]=1[N+:13]([O-:15])=[O:14]. Procedure details: A mixture of 4-(methylthio)-2,6-dinitrophenol (1 g.), phosphorus oxychloride (7.5 ml.), and dimethylformamide (1 ml.) is heated at 90°-100° C. for four hours. The cooled reaction mixture is poured into ice-water. The resulting product is collected by filtration. Reactants: CCC(=O)Cl, COC(=O)C(Cc1ccc(-c2ccc(C#N)cc2)cc1)NC(=O)C1Cc2cc3c(cc2CN1S(=O)(=O)c1sc(N)nc1C)OC(c1ccc(OCc2ccc(Cl)c(Cl)c2)cc1)CO3. The product is CCC(=O)Nc1nc(C)c(S(=O)(=O)N2Cc3cc4c(cc3CC2C(=O)NC(Cc2ccc(-c3ccc(C#N)cc3)cc2)C(=O)OC)OCC(c2ccc(OCc3ccc(Cl)c(Cl)c3)cc2)O4)s1. Reaction SMILES: [C:64]([CH2:65][CH3:66])(=[O:67])[Cl:68].[CH3:1][O:2][C:3]([CH:4]([CH2:5][c:6]1[cH:7][cH:8][c:9](-[c:12]2[cH:13][cH:14][c:15]([C:18]#[N:19])[cH:16][cH:17]2)[cH:10][cH:11]1)[NH:20][C:21](=[O:22])[CH:23]1[N:24]([S:53](=[O:54])(=[O:55])[c:56]2[c:57]([CH3:62])[n:58][c:59]([NH2:61])[s:60]2)[CH2:25][c:26]2[cH:27][c:28]3[c:29]([cH:30][c:31]2[CH2:32]1)[O:33][CH2:34][CH:35]([c:37]1[cH:38][cH:39][c:40]([O:43][CH2:44][c:45]2[cH:46][c:47]([Cl:52])[c:48]([Cl:51])[cH:49][cH:50]2)[cH:41][cH:42]1)[O:36]3)=[O:63]>>[CH3:1][O:2][C:3]([CH:4]([CH2:5][c:6]1[cH:7][cH:8][c:9](-[c:12]2[cH:13][cH:14][c:15]([C:18]#[N:19])[cH:16][cH:17]2)[cH:10][cH:11]1)[NH:20][C:21](=[O:22])[CH:23]1[N:24]([S:53](=[O:54])(=[O:55])[c:56]2[c:57]([CH3:62])[n:58][c:59]([NH:61][C:64]([CH2:65][CH3:66])=[O:67])[s:60]2)[CH2:25][c:26]2[cH:27][c:28]3[c:29]([cH:30][c:31]2[CH2:32]1)[O:33][CH2:34][CH:35]([c:37]1[cH:38][cH:39][c:40]([O:43][CH2:44][c:45]2[cH:46][c:47]([Cl:52])[c:48]([Cl:51])[cH:49][cH:50]2)[cH:41][cH:42]1)[O:36]3)=[O:63]. Reactants: OO (hydrogen peroxide), Cl (hydrochloric acid), FC(C1=CC=C(C=C1)S(=O)(=O)C=1C=C(COC2=CC=C(C=C2)[C@H](CC(=O)N2C(OC[C@@H]2CC2=CC=CC=C2)=O)C2=NOC=C2)C=CC1)(F)F ((S)-3-((S)-3-(4-(3-(4-Trifluoromethylphenylsulfonyl)benzyloxy)phenyl)-3-(isoxazol-3-yl)propanoyl)-4-benzyloxazolidin-2-one), C1CCOC1 (THF), [Li+].[OH-] (LiOH). The solvent is O (water). Reaction conditions: time 5 hour. Yields the product FC(C1=CC=C(C=C1)S(=O)(=O)C=1C=C(COC2=CC=C(C=C2)[C@H](CC(=O)O)C2=NOC=C2)C=CC1)(F)F ((S)-3-(4-(3-(4-(Trifluoromethyl)phenylsulfonyl)benzyloxy)-phenyl)-3-(isoxazol-3-yl)propanoic acid). As a reaction SMILES: [F:1][C:2]([F:49])([F:48])[C:3]1[CH:8]=[CH:7][C:6]([S:9]([C:12]2[CH:13]=[C:14]([CH:45]=[CH:46][CH:47]=2)[CH2:15][O:16][C:17]2[CH:22]=[CH:21][C:20]([C@@H:23]([C:40]3[CH:44]=[CH:43][O:42][N:41]=3)[CH2:24]C(N3[C@@H](CC4C=CC=CC=4)COC3=O)=O)=[CH:19][CH:18]=2)(=[O:11])=[O:10])=[CH:5][CH:4]=1.[OH:50]O.[Li+].[OH-].Cl.C1[CH2:59][O:58]CC1>O>[F:1][C:2]([F:49])([F:48])[C:3]1[CH:4]=[CH:5][C:6]([S:9]([C:12]2[CH:13]=[C:14]([CH:45]=[CH:46][CH:47]=2)[CH2:15][O:16][C:17]2[CH:22]=[CH:21][C:20]([C@@H:23]([C:40]3[CH:44]=[CH:43][O:42][N:41]=3)[CH2:24][C:59]([OH:58])=[O:50])=[CH:19][CH:18]=2)(=[O:10])=[O:11])=[CH:7][CH:8]=1 |f:2.3|. Procedure details: To a solution of the oxazolidinone (33.1) (106 mg, 0.154 mmol) dissolved in THF (7 mL), was added a 30% hydrogen peroxide solution (175 μL, 1.54 mmol) followed by a 2 M LiOH solution (383 μL, 0.765 mmol). The resulting slurry was stirred for five hours. The reaction mixture was diluted with water and acidified with hydrochloric acid to pH ˜3. The mixture was then extracted with EtOAc (3×30 mL), and the organic layer was washed with an acidic sodium sulfite solution (1×30 mL) and brine (1×30 mL),... Reactants: CCn1cc(C=O)c(OCc2ccc(OCc3nc(-c4ccco4)oc3C)c(OC)c2)n1, CCOC(=O)CP(=O)(OCC)OCC, CN(C)C=O, [H-], [Na+], O. Yields the product CCOC(=O)C=Cc1cn(CC)nc1OCc1ccc(OCc2nc(-c3ccco3)oc2C)c(OC)c1. RXN SMILES: [CH2:1]([CH3:2])[n:3]1[n:4][c:5]([O:10][CH2:11][c:12]2[cH:13][c:14]([O:31][CH3:32])[c:15]([O:18][CH2:19][c:20]3[n:21][c:22](-[c:26]4[o:27][cH:28][cH:29][cH:30]4)[o:23][c:24]3[CH3:25])[cH:16][cH:17]2)[c:6]([CH:8]=[O:9])[cH:7]1.[CH2:33]([O:34][P:35]([O:36][CH2:37][CH3:38])(=[O:39])[CH2:41][C:42](=[O:43])[O:44][CH2:45][CH3:46])[CH3:40].[CH3:47][N:48]([CH3:49])[CH:50]=[O:51].[H-:52].[Na+:53].[OH2:54]>>[CH2:1]([CH3:2])[n:3]1[n:4][c:5]([O:10][CH2:11][c:12]2[cH:13][c:14]([O:31][CH3:32])[c:15]([O:18][CH2:19][c:20]3[n:21][c:22](-[c:26]4[o:27][cH:28][cH:29][cH:30]4)[o:23][c:24]3[CH3:25])[cH:16][cH:17]2)[c:6]([CH:8]=[CH:41][C:42](=[O:43])[O:44][CH2:45][CH3:46])[cH:7]1. Starting materials: CCOCC, C1CCCCC1, ClCCl, [Li]c1ccccc1, C1CCOC1, COc1ccc(CCN2CCC(C(=O)c3nc4ccccc4s3)CC2)cc1. The product is COc1ccc(CCN2CCC(C(O)(c3ccccc3)c3nc4ccccc4s3)CC2)cc1. Reaction SMILES: [CH2:40]([O:41][CH2:42][CH3:43])[CH3:44].[CH2:45]1[CH2:46][CH2:47][CH2:48][CH2:49][CH2:50]1.[CH2:51]([Cl:52])[Cl:53].[Li:28][c:29]1[cH:30][cH:31][cH:32][cH:33][cH:34]1.[O:35]1[CH2:36][CH2:37][CH2:38][CH2:39]1.[s:1]1[c:2]([C:10](=[O:11])[CH:12]2[CH2:13][CH2:14][N:15]([CH2:18][CH2:19][c:20]3[cH:21][cH:22][c:23]([O:26][CH3:27])[cH:24][cH:25]3)[CH2:16][CH2:17]2)[n:3][c:4]2[c:5]1[cH:6][cH:7][cH:8][cH:9]2>>[s:1]1[c:2]([C:10]([OH:11])([CH:12]2[CH2:13][CH2:14][N:15]([CH2:18][CH2:19][c:20]3[cH:21][cH:22][c:23]([O:26][CH3:27])[cH:24][cH:25]3)[CH2:16][CH2:17]2)[c:29]2[cH:30][cH:31][cH:32][cH:33][cH:34]2)[n:3][c:4]2[c:5]1[cH:6][cH:7][cH:8][cH:9]2. The reactants are N (ammonia), O (water), ClC1=NC(=C2N=CN(C2=N1)C1OCCCC1)Cl (2,6-Dichloro-9-(tetrahydro-2H-pyran-2-yl)-9H-purine), N (ammonia). Solvent: C(C)(C)O (isopropanol), C(C)(C)O (isopropanol). Run at time 8 hour. The product is ClC1=NC(=C2N=CN(C2=N1)C1OCCCC1)N (2-Chloro-9-(tetrahydro-2H-pyran-2-yl)-9H-purin-6-amine). RXN SMILES: [Cl:1][C:2]1[N:10]=[C:9]2[C:5]([N:6]=[CH:7][N:8]2[CH:11]2[CH2:16][CH2:15][CH2:14][CH2:13][O:12]2)=[C:4](Cl)[N:3]=1.[NH3:18].O>C(O)(C)C>[Cl:1][C:2]1[N:10]=[C:9]2[C:5]([N:6]=[CH:7][N:8]2[CH:11]2[CH2:16][CH2:15][CH2:14][CH2:13][O:12]2)=[C:4]([NH2:18])[N:3]=1. Procedure details: 2,6-Dichloro-9-(tetrahydro-2H-pyran-2-yl)-9H-purine (36.9 g) was heated with 2M ammonia in isopropanol (250 ml) at 50° C. for 5 hours. After standing at ambient temperature overnight, a further quantity of 2M ammonia in isopropanol (100 ml) was added to break up the resultant cake and the reaction mixture was heated for a further 9 hours until the reaction was complete. To the reaction mixture was added water (70 ml) and the yellow solid filtered off. The solid was washed with isopropyl alcohol:...